From a dataset of the Open Reaction Database (ORD), a public repository of structured organic reaction records. describe an organic reaction: reactants, conditions, products, and yield Reactants: Cl (HCl), BrC1=C(C=C(C(=O)O)C=C1)F (4-bromo-3-fluorobenzoic acid), S(=O)(Cl)Cl (thionyl chloride), C1=CC=CC=C1 (benzene), [Cl-].[Cl-].[Cl-].[Al+3] (aluminum trichloride). Run in CN(C)C=O (DMF). Run at time 1 hour. Yields the product BrC1=C(C=C(C=C1)C(=O)C1=CC=CC=C1)F ((4-Bromo-3-fluorophenyl)-phenylmethanone). RXN SMILES: [Br:1][C:2]1[CH:10]=[CH:9][C:5]([C:6]([OH:8])=O)=[CH:4][C:3]=1[F:11].S(Cl)(Cl)=O.[CH:16]1[CH:21]=[CH:20][CH:19]=[CH:18][CH:17]=1.[Cl-].[Cl-].[Cl-].[Al+3].Cl>CN(C=O)C>[Br:1][C:2]1[CH:10]=[CH:9][C:5]([C:6]([C:16]2[CH:21]=[CH:20][CH:19]=[CH:18][CH:17]=2)=[O:8])=[CH:4][C:3]=1[F:11] |f:3.4.5.6|. Reported procedure: In an oven dried flask was added 4-bromo-3-fluorobenzoic acid (1.0 g, 0.0046 mol), thionyl chloride (0.65 mL, 0.0089 mol) and a drop of DMF and the reaction was refluxed for 2 h. The thionyl chloride was then distilled off and benzene (20 mL, 0.2 mol) and aluminum trichloride (0.576 g, 0.00432 mol) was added to the reaction mixture and the reaction was stirred at room temp for 1 h. The crude reaction mixture was poured onto ice and conc. HCl (15 mL). The organic layer was separated and the aqueo... Reactants: CC(=O)C1=C(C=CC(=C1)OCC(F)(F)F)OCC(F)(F)F (2,5-bis(2,2,2-trifluoroethoxy)acetophenone), [N+](=O)([O-])C1=CC=C(C=O)C=C1 (4-nitrobenzaldehyde), C(C)O (ethanol), [OH-].[Na+] (NaOH). Run in C(C)(=O)OCC (ethyl acetate). Product: FC(COC1=C(C=C(C=C1)OCC(F)(F)F)C(C=CC1=CC=C(C=C1)[N+](=O)[O-])=O)(F)F (1-[2,5-Bis(2,2,2-trifluoroethoxy)phenyl]-3-(4-nitrophenyl)-2-propen-1-one), solid. Isolated yield 12.0%. RXN SMILES: [CH3:1][C:2]([C:4]1[CH:9]=[C:8]([O:10][CH2:11][C:12]([F:15])([F:14])[F:13])[CH:7]=[CH:6][C:5]=1[O:16][CH2:17][C:18]([F:21])([F:20])[F:19])=[O:3].[N+:22]([C:25]1[CH:32]=[CH:31][C:28]([CH:29]=O)=[CH:27][CH:26]=1)([O-:24])=[O:23].C(O)C.[OH-].[Na+]>C(OCC)(=O)C>[F:21][C:18]([F:19])([F:20])[CH2:17][O:16][C:5]1[CH:6]=[CH:7][C:8]([O:10][CH2:11][C:12]([F:13])([F:14])[F:15])=[CH:9][C:4]=1[C:2](=[O:3])[CH:1]=[CH:29][C:28]1[CH:31]=[CH:32][C:25]([N+:22]([O-:24])=[O:23])=[CH:26][CH:27]=1 |f:3.4|. Procedure: The title compound was prepared by stirring a mixture of 2,5-bis(2,2,2-trifluoroethoxy)acetophenone (200 mg, 0.633 mmol), 4-nitrobenzaldehyde (96 mg, 0.633 mmol), ethanol (5 ml) and saturated NaOH (50 ul) at room temperature for 4 h. The mixture was diluted with ethyl acetate (100 ml), washed with water and saturated NaCl. The crude was dried over anhydrous sodium sulfate and then concentrated in vacuo. The residue was purified by column chromatography using hexane:ethyl acetate (4:1, 3:1) to gi... Starting materials: CC1NCCN(CCN(CCN(CCN(C1)CC(=O)O)CC(=O)O)CC(=O)O)CC(=O)O (2-methyl-1,4,7,10,13-pentaazacyclopentadecane-4,7,10,13-tetraacetic acid). Solvent: C(C)(=O)O (acetic acid), C(C)(=O)O (acetic acid). Yields the product CC1N(CCN(CCN(CCN(CCN(C1)CC(=O)O)CC(=O)O)CC(=O)O)CC(=O)O)CC(=O)O (2-methyl-1,4,7,10,13-pentaazacyclopentadecane-1,4,7,10,13-pentaacetic acid). The yield is 49.3%. RXN SMILES: [CH3:1][CH:2]1[CH2:16][N:15]([CH2:17][C:18]([OH:20])=[O:19])[CH2:14][CH2:13][N:12]([CH2:21][C:22]([OH:24])=[O:23])[CH2:11][CH2:10][N:9]([CH2:25][C:26]([OH:28])=[O:27])[CH2:8][CH2:7][N:6]([CH2:29][C:30]([OH:32])=[O:31])[CH2:5][CH2:4][NH:3]1>C(O)(=O)C>[CH3:1][CH:2]1[CH2:16][N:15]([CH2:17][C:18]([OH:20])=[O:19])[CH2:14][CH2:13][N:12]([CH2:21][C:22]([OH:24])=[O:23])[CH2:11][CH2:10][N:9]([CH2:25][C:26]([OH:28])=[O:27])[CH2:8][CH2:7][N:6]([CH2:29][C:30]([OH:32])=[O:31])[CH2:5][CH2:4][N:3]1[CH2:17][C:18]([OH:20])=[O:19]. Procedure details: 9 g of crude product 12a are obtained on evaporation of the 0.1M acetic acid. 2.5 g of crude product 12b are obtained on evaporation of the 0.8M acetic acid. Starting materials: [Na] (sodium), O (water), CCC1=C(C2=CC3=C(C(=C(N3)C=C4N=C(C5=C6NC(=CC1=N2)C(=C6C(=O)C5C(=O)OC)C)C(C4C)CCC(=O)OC)C)C=C)C (methyl pheophorbide-a), C[O-].[Na+] (sodium methoxide). Run in CO (methanol), O1CCCC1 (tetrahydrofuran). Run at time 1 hour. Product: CCC1=C(C=2C=C3NC(=CC4=NC(=C(C5=C(C(=C(N5)C=C1N2)C)C(=O)O)CC(=O)O)[C@H]([C@@H]4C)CCC(=O)O)C(=C3C=C)C)C (Chlorin-e6). Yield: 67.0%. RXN SMILES: [CH3:1][CH2:2][C:3]1[C:21]2=[N:22][C:5](=[CH:6][C:7]3[NH:11][C:10]([CH:12]=[C:13]4[CH:34]([CH3:35])[CH:33]([CH2:36][CH2:37][C:38]([O:40]C)=[O:39])[C:15]([C:16]5[CH:27]([C:28]([O:30]C)=[O:29])C(=O)[C:24]6[C:17]=5[NH:18][C:19]([C:23]=6[CH3:32])=[CH:20]2)=[N:14]4)=[C:9]([CH3:42])[C:8]=3[CH:43]=[CH2:44])[C:4]=1[CH3:45].[CH3:46][O-:47].[Na+].[Na].[OH2:50]>O1CCCC1.CO>[CH3:1][CH2:2][C:3]1[C:21]2[N:22]=[C:5]([CH:6]=[C:7]3[C:8]([CH:43]=[CH2:44])=[C:9]([CH3:42])[C:10](=[CH:12][C:13]4[C@@H:34]([CH3:35])[C@H:33]([CH2:36][CH2:37][C:38]([OH:40])=[O:39])[C:15](=[C:16]([CH2:27][C:28]([OH:30])=[O:29])[C:17]5[NH:18][C:19]([CH:20]=2)=[C:23]([CH3:32])[C:24]=5[C:46]([OH:50])=[O:47])[N:14]=4)[NH:11]3)[C:4]=1[CH3:45] |f:1.2,^1:48|. Procedure: The procedure of Smith and Bushell (M.J. Bushell, Ph.D. Thesis, Univ. of Liverpool, U.K., 1978) was used. The starting material, 1 gm of methyl pheophorbide-a, was dissolved in dry tetrahydrofuran (THF). To this was added sodium methoxide prepared by dissolving 200 mg sodium in 40 ml methanol, and the reaction was allowed to stir at room temperature for 1 hr. The mixture was poured into water and extracted with dichloromethane. The organic layer was washed with water, dried over anhydrous sodium... Starting materials: C(C1=CC=CC=C1)OC(=O)N1C(NC[C@H]1C(=O)OC(C)(C)C)=O (tert.-butyl (4S)-3-benzyloxycarbonyl-2-oxo-imidazolidine-4-carboxylate), C(C)I (ethyl iodide). Reagents/catalysts: [Ag]=O (silver oxide). Solvent: CN(C=O)C (dimethylformamide). Product: C(C)N1C(N([C@@H](C1)C(=O)OC(C)(C)C)C(=O)OCC1=CC=CC=C1)=O (tert.-butyl (4S)-1-ethyl-3-benzyloxycarbonyl-2-oxo-imidazolidine-4-carboxylate). Yield: 59.4%. Reaction SMILES: [CH2:1]([O:8][C:9]([N:11]1[C@H:15]([C:16]([O:18][C:19]([CH3:22])([CH3:21])[CH3:20])=[O:17])[CH2:14][NH:13][C:12]1=[O:23])=[O:10])[C:2]1[CH:7]=[CH:6][CH:5]=[CH:4][CH:3]=1.[CH2:24](I)[CH3:25]>[Ag]=O.CN(C)C=O>[CH2:24]([N:13]1[CH2:14][C@@H:15]([C:16]([O:18][C:19]([CH3:20])([CH3:22])[CH3:21])=[O:17])[N:11]([C:9]([O:8][CH2:1][C:2]2[CH:7]=[CH:6][CH:5]=[CH:4][CH:3]=2)=[O:10])[C:12]1=[O:23])[CH3:25]. Procedure: 9.6 g of tert.-butyl (4S)-3-benzyloxycarbonyl-2-oxo-imidazolidine-4-carboxylate, 14.0 g of silver oxide, 46.8 g of ethyl iodide and 200 ml of dimethylformamide are treated in the same manner as described in Example 1-(2). 6.2 g of tert.-butyl (4S)-1-ethyl-3-benzyloxycarbonyl-2-oxo-imidazolidine-4-carboxylate are obtained as colorless crystals. Reactants: CC1(C)C(C(=O)c2cn(CCCCCOCc3ccccc3)c3ccccc23)C1(C)C, CCO. Yields the product CC1(C)C(C(=O)c2cn(CCCCCO)c3ccccc23)C1(C)C. RXN SMILES: [CH2:1]([c:2]1[cH:3][cH:4][cH:5][cH:6][cH:7]1)[O:8][CH2:9][CH2:10][CH2:11][CH2:12][CH2:13][n:14]1[cH:15][c:16]([C:23](=[O:24])[CH:25]2[C:26]([CH3:30])([CH3:31])[C:27]2([CH3:28])[CH3:29])[c:17]2[cH:18][cH:19][cH:20][cH:21][c:22]12.[CH3:32][CH2:33][OH:34]>>[OH:8][CH2:9][CH2:10][CH2:11][CH2:12][CH2:13][n:14]1[cH:15][c:16]([C:23](=[O:24])[CH:25]2[C:26]([CH3:30])([CH3:31])[C:27]2([CH3:28])[CH3:29])[c:17]2[cH:18][cH:19][cH:20][cH:21][c:22]12. The reactants are B(F)(F)F (BF3), C(C)OP(=O)(OCC)N1C2CCN(CC12)C(=O)OCC1=CC=CC=C1 (benzyl 7-(diethoxyphosphoryl)-3,7-diazabicyclo[4.1.0]heptane-3-carboxylate), CO (methanol). Run at temperature 0 celsius, time 2 hour. Product: C(C)OP(=O)(OCC)N[C@@H]1CN(CC[C@H]1OC)C(=O)OCC1=CC=CC=C1 (trans-benzyl 3-(diethoxyphosphorylamino)-4-methoxypiperidine-1-carboxylate). Isolated yield 94.0%. As a reaction SMILES: B(F)(F)F.[CH2:5]([O:7][P:8]([N:13]1[CH:19]2[CH:14]1[CH2:15][CH2:16][N:17]([C:20]([O:22][CH2:23][C:24]1[CH:29]=[CH:28][CH:27]=[CH:26][CH:25]=1)=[O:21])[CH2:18]2)([O:10][CH2:11][CH3:12])=[O:9])[CH3:6].[CH3:30][OH:31]>>[CH2:5]([O:7][P:8]([NH:13][C@H:19]1[C@H:14]([O:31][CH3:30])[CH2:15][CH2:16][N:17]([C:20]([O:22][CH2:23][C:24]2[CH:29]=[CH:28][CH:27]=[CH:26][CH:25]=2)=[O:21])[CH2:18]1)([O:10][CH2:11][CH3:12])=[O:9])[CH3:6]. Procedure: BF3 etherate (1.35 mL, 10.6 mmol) was added to a solution of benzyl 7-(diethoxyphosphoryl)-3,7-diazabicyclo[4.1.0]heptane-3-carboxylate (1.96 g, 5.32 mmol) in methanol (10 mL) at 0° C. and stirred at 0° C. for 2 hours. The solvent was removed in vacuo, ethyl acetate (30 mL) and saturated sodium bicarbonate (20 mL) were added. The organic layer was separated, dried (sodium sulfate) and concentrated in vacuo to give trans-benzyl 3-(diethoxyphosphorylamino)-4-methoxypiperidine-1-carboxylate (2.00 g...